Dataset: the Open Reaction Database (ORD), a public repository of structured organic reaction records. Task: describe an organic reaction: reactants, conditions, products, and yield The reactants are solution, C(C)[Mg]Br (ethylmagnesium bromide), C1CCOC1 (THF), solution, C(C#C)OC1OCCCC1 (3,4,5,6-tetrahydro-2-(2-propynyloxy)-2H-pyran), solution, C(C)OC(OCC)OCC (triethylorthoformate). Solvent: C1(=CC=CC=C1)C (toluene), C1(=CC=CC=C1)C (toluene). Conditions: time 4 hour. Yields the product C(C)OC(C#CCOC1OCCCC1)OCC (1,1 -Diethoxy-4-((3,4,5,6-tetrahydro-2H-pyran-2-yl)oxy)-2-butyne). The yield is 79.0%. RXN SMILES: C([Mg]Br)C.C1COCC1.[CH2:10]([O:13][CH:14]1[CH2:19][CH2:18][CH2:17][CH2:16][O:15]1)[C:11]#[CH:12].[CH2:20]([O:22][CH:23](OCC)[O:24][CH2:25][CH3:26])[CH3:21]>C1(C)C=CC=CC=1>[CH2:20]([O:22][CH:23]([O:24][CH2:25][CH3:26])[C:12]#[C:11][CH2:10][O:13][CH:14]1[CH2:19][CH2:18][CH2:17][CH2:16][O:15]1)[CH3:21]. Reported procedure: A 1M solution of ethylmagnesium bromide in THF (200 ml, 0.2 mol) was treated with 29 ml (0.2 mol) of a solution of 3,4,5,6-tetrahydro-2-(2-propynyloxy)-2H-pyran in toluene, while maintaining ambient temperature through use of a cool water bath. The resulting solution was stirred for 4 h and treated with 47 ml (0.28 mol) of a solution of triethylorthoformate in toluene, while maintaining ambient temperature with a cool water bath. The resulting solution was heated to 85° C. for 8 h, allowing the ...